This data is from the Open Reaction Database (ORD), a public repository of structured organic reaction records. The task is: describe an organic reaction: reactants, conditions, products, and yield The reactants are [OH-].[Na+] (sodium hydroxide), NC(C[C@@H]1CN(CCO[C@H]1C1=CC(=C(C=C1)Cl)Cl)C(=O)OC(C)(C)C)=O (tert-butyl (6R,7R)-6-(2-amino-2-oxoethyl)-7-(3,4-dichlorophenyl)-1,4-oxazepane-4-carboxylate), Cl (hydrochloric acid). As a reaction SMILES: [OH-:1].[Na+].N[C:4](=[O:28])[CH2:5][C@H:6]1[C@H:12]([C:13]2[CH:18]=[CH:17][C:16]([Cl:19])=[C:15]([Cl:20])[CH:14]=2)[O:11][CH2:10][CH2:9][N:8]([C:21]([O:23][C:24]([CH3:27])([CH3:26])[CH3:25])=[O:22])[CH2:7]1.Cl>C(O)CCC>[C:24]([O:23][C:21]([N:8]1[CH2:7][C@@H:6]([CH2:5][C:4]([OH:28])=[O:1])[C@H:12]([C:13]2[CH:18]=[CH:17][C:16]([Cl:19])=[C:15]([Cl:20])[CH:14]=2)[O:11][CH2:10][CH2:9]1)=[O:22])([CH3:27])([CH3:26])[CH3:25] |f:0.1|. Reaction conditions: temperature 120 celsius, time 4.5 hour. Product: C(C)(C)(C)OC(=O)N1CCO[C@H]([C@@H](C1)CC(=O)O)C1=CC(=C(C=C1)Cl)Cl ([(6R,7R)-4-(tert-butoxycarbonyl)-7-(3,4-dichlorophenyl)-1,4-oxazepan-6-yl]acetic acid). Procedure details: 8 N Aqueous sodium hydroxide solution (0.620 mL) was added to a solution of tert-butyl (6R,7R)-6-(2-amino-2-oxoethyl)-7-(3,4-dichlorophenyl)-1,4-oxazepane-4-carboxylate (500 mg) in n-butanol (5 mL), and the mixture was stirred at 120° C. for 4.5 hr. The reaction mixture was neutralized with 1 N hydrochloric acid, and the mixture was extracted with ethyl acetate. The extract was washed with brine, and dried over anhydrous sodium sulfate. The solvent was evaporated under reduced pressure. The resi... The solvent is C(CCC)O (n-butanol).